Dataset: the Open Reaction Database (ORD), a public repository of structured organic reaction records. Task: describe an organic reaction: reactants, conditions, products, and yield Reactants: C1COCCO1, CCOC(C)=O, NC1CC1, Clc1nc(Cl)c2occc2n1. The product is Clc1nc(NC2CC2)c2occc2n1. RXN SMILES: [CH2:16]1[O:17][CH2:18][CH2:19][O:20][CH2:21]1.[CH3:22][CH2:23][O:24][C:25]([CH3:26])=[O:27].[CH:12]1([NH2:15])[CH2:13][CH2:14]1.[Cl:1][c:2]1[n:3][c:4]([Cl:11])[c:5]2[c:6]([n:7]1)[cH:8][cH:9][o:10]2>>[Cl:1][c:2]1[n:3][c:4]([NH:15][CH:12]2[CH2:13][CH2:14]2)[c:5]2[c:6]([n:7]1)[cH:8][cH:9][o:10]2. Starting materials: ice water, N1(C=NC=C1)C=1C=C(N)C=CC1 (3-(1-Imidazolyl)aniline), C(C)(=O)OC(C)=O (acetic anhydride), [OH-].[Na+] (sodium hydroxide). The product is C(C)(=O)NC1=CC(=CC=C1)N1C=NC=C1 (N-Acetyl 3-(1-imidazolyl)aniline). Isolated yield 85.0%. Reaction SMILES: [N:1]1([C:6]2[CH:7]=[C:8]([CH:10]=[CH:11][CH:12]=2)[NH2:9])[CH:5]=[CH:4][N:3]=[CH:2]1.[OH-].[Na+].[C:15](OC(=O)C)(=[O:17])[CH3:16]>>[C:15]([NH:9][C:8]1[CH:10]=[CH:11][CH:12]=[C:6]([N:1]2[CH:5]=[CH:4][N:3]=[CH:2]2)[CH:7]=1)(=[O:17])[CH3:16] |f:1.2|. Procedure: 2d (5.88 g, 37 mmol) is stirred in acetic anhydride (30 ml) at ambient temperature for 1 hour. The mixture is poured into ice-water and rendered alkaline by addition of aqueous sodium hydroxide (12M). The product is filtered off, washed with water and dried to yield 2e (6.34 g, 85%). Mp 181-183° C. Starting materials: ClCCCN1CCC(CC1)NC(C1=C(C=CC=C1)C)=O (1-(3-chloropropyl)-4-(2-methylbenzamido)piperidine), C(C1=CC=CC=C1)NC1=NC=CC=C1 (2-(benzylamino)pyridine). Product: C(C1=CC=CC=C1)N(C1=NC=CC=C1)CCCN1CCC(CC1)NC(C1=C(C=CC=C1)C)=O (1-[3-(N-benzyl-N-2-pyridyl amino)propyl]-4-(2-methylbenzamido)piperidine). RXN SMILES: Cl[CH2:2][CH2:3][CH2:4][N:5]1[CH2:10][CH2:9][CH:8]([NH:11][C:12](=[O:20])[C:13]2[CH:18]=[CH:17][CH:16]=[CH:15][C:14]=2[CH3:19])[CH2:7][CH2:6]1.[CH2:21]([NH:28][C:29]1[CH:34]=[CH:33][CH:32]=[CH:31][N:30]=1)[C:22]1[CH:27]=[CH:26][CH:25]=[CH:24][CH:23]=1>>[CH2:21]([N:28]([CH2:2][CH2:3][CH2:4][N:5]1[CH2:10][CH2:9][CH:8]([NH:11][C:12](=[O:20])[C:13]2[CH:18]=[CH:17][CH:16]=[CH:15][C:14]=2[CH3:19])[CH2:7][CH2:6]1)[C:29]1[CH:34]=[CH:33][CH:32]=[CH:31][N:30]=1)[C:22]1[CH:23]=[CH:24][CH:25]=[CH:26][CH:27]=1. Procedure: The title compound is prepared in a similar manner to Example 11 from 1-(3-chloropropyl)-4-(2-methylbenzamido)piperidine and 2-(benzylamino)pyridine. The reactants are [Al+3], [Cl-], [Cl-], [Cl-], Cc1cccc(OC(=O)Cl)c1C. The product is Cc1cccc(Cl)c1C. Reaction SMILES: [Al+3:2].[Cl-:1].[Cl-:3].[Cl-:4].[Cl:5][C:6]([O:7][c:9]1[c:10]([CH3:16])[c:11]([CH3:15])[cH:12][cH:13][cH:14]1)=[O:8]>>[Cl:1][c:9]1[c:10]([CH3:16])[c:11]([CH3:15])[cH:12][cH:13][cH:14]1. Reactants: CN(C)C(=O)N=NC(=O)N(C)C (diamide), C12(C(=O)CC(CC1)C2(C)C)CS(=O)(=O)O (camphor sulfonic acid), O1OOCCC1 (trioxane). Reagents/catalysts: OS(=O)(=O)O (H2SO4), [O-]S(=O)(=O)[O-].[Cu+2] (CuSO4). Run in C(Cl)Cl (CH2Cl2). Product: O1NC=CC2=C1C=CC=C2 (benzoxazine). Yield: 450.6%. RXN SMILES: CN(C(N=NC([N:10]([CH3:12])C)=O)=O)C.[C:13]12(CS(O)(=O)=O)[C:20](C)(C)[CH:17]([CH2:18][CH2:19]1)[CH2:16][C:14]2=[O:15].O1CCCOO1>C(Cl)Cl.OS(O)(=O)=O.[O-]S([O-])(=O)=O.[Cu+2]>[O:15]1[C:14]2[CH:16]=[CH:17][CH:18]=[CH:19][C:13]=2[CH:20]=[CH:12][NH:10]1 |f:5.6|. Procedure details: To 6.5 g (27 mmol) of the phenolic diamide in 200 mL of anhydrous CH2Cl2 was added 6.5 g CuSO4, 2.3 g (10 mmol) camphor sulfonic acid, 36 g (400 mmol) trioxane, and 10 drops H2SO4 with rapid stirring. The resulting suspension was heated to reflux under argon atmosphere and refluxed for 72 hr. The reaction mixture as concentrated to 100 mL by simple distillation at which point no starting material was seen by TLC (EtOAc). The reaction mixture was diluted to 400 mL with CH2Cl2, and then filtered t...